This data is from the Open Reaction Database (ORD), a public repository of structured organic reaction records. The task is: describe an organic reaction: reactants, conditions, products, and yield The reactants are Cl.FC=1C=C(CN2N=CC3=CC(=CC=C23)NC2=NC=NC3=CC=C(C=C23)I)C=CC1 ([1-(3-Fluoro-benzyl)-1H-indazol-5-yl]-(6-iodo-quinazolin-4-yl)-amine hydrochloride), C(C)(C)(C)OC(NCC#C)=O (Prop-2-ynyl-carbamic acid tert-butyl ester), N(C(C)C)C(C)C (i-Pr2NH). The reagents and catalysts are C=1C=CC(=CC1)[P](C=2C=CC=CC2)(C=3C=CC=CC3)[Pd]([P](C=4C=CC=CC4)(C=5C=CC=CC5)C=6C=CC=CC6)([P](C=7C=CC=CC7)(C=8C=CC=CC8)C=9C=CC=CC9)[P](C=1C=CC=CC1)(C=1C=CC=CC1)C=1C=CC=CC1 (Pd(PPh3)4), [Cu]I (CuI). Solvent: C1CCOC1 (THF). Reaction conditions: time 3 hour. Product: C(C)(C)(C)OC(NCC#CC=1C=C2C(=NC=NC2=CC1)NC=1C=C2C=NN(C2=CC1)CC1=CC(=CC=C1)F)=O ((3-{4-[1-(3-Fluoro-benzyl)-1H-indazol-5-ylamino]-quinazolin-6-yl}-prop-2-ynyl)-carbamic acid tert-butyl ester). Yield: 89.3%. RXN SMILES: Cl.[F:2][C:3]1[CH:4]=[C:5]([CH:28]=[CH:29][CH:30]=1)[CH2:6][N:7]1[C:15]2[C:10](=[CH:11][C:12]([NH:16][C:17]3[C:26]4[C:21](=[CH:22][CH:23]=[C:24](I)[CH:25]=4)[N:20]=[CH:19][N:18]=3)=[CH:13][CH:14]=2)[CH:9]=[N:8]1.[C:31]([O:35][C:36](=[O:41])[NH:37][CH2:38][C:39]#[CH:40])([CH3:34])([CH3:33])[CH3:32].N(C(C)C)C(C)C>C1COCC1.C1C=CC([P]([Pd]([P](C2C=CC=CC=2)(C2C=CC=CC=2)C2C=CC=CC=2)([P](C2C=CC=CC=2)(C2C=CC=CC=2)C2C=CC=CC=2)[P](C2C=CC=CC=2)(C2C=CC=CC=2)C2C=CC=CC=2)(C2C=CC=CC=2)C2C=CC=CC=2)=CC=1.[Cu]I>[C:31]([O:35][C:36](=[O:41])[NH:37][CH2:38][C:39]#[C:40][C:24]1[CH:25]=[C:26]2[C:21](=[CH:22][CH:23]=1)[N:20]=[CH:19][N:18]=[C:17]2[NH:16][C:12]1[CH:11]=[C:10]2[C:15](=[CH:14][CH:13]=1)[N:7]([CH2:6][C:5]1[CH:28]=[CH:29][CH:30]=[C:3]([F:2])[CH:4]=1)[N:8]=[CH:9]2)([CH3:34])([CH3:33])[CH3:32] |f:0.1,^1:57,59,78,97|. Procedure details: [1-(3-Fluoro-benzyl)-1H-indazol-5-yl]-(6-iodo-quinazolin-4-yl)-amine hydrochloride (0.334 g, 0.628 mmol) and Prop-2-ynyl-carbamic acid tert-butyl ester (113 mg, 1.16 equiv.) is treated with i-Pr2NH (2 equiv.) in dry THF (4 ml) under N2. Pd(PPh3)4 (25 mg, 0.0356 mmol, 5.7 mol %) and solid CuI (5 mol %) are added next, and the mixture is stirred at r.t. for 3 hours. Workup: THF is removed under reduced pressure and DCM (10 ml) is added. The organic layer is washed with sat. aq. NH4Cl solution and ...